Dataset: the Open Reaction Database (ORD), a public repository of structured organic reaction records. Task: describe an organic reaction: reactants, conditions, products, and yield The reactants are ClC(=O)OCC (Ethyl chloroformate), NC=1SC2=C(N1)CC(CC2C#N)CCC (2-Amino-5-propyl-7-cyano-4,5,6,7-tetrahydrobenzothiazole), ice water. Run in N1=CC=CC=C1 (pyridine). Conditions: time 1 hour. The product is C(C)OC(NC=1SC2=C(N1)CC(CC2C#N)CCC)=O (ethyl-N-(5-propyl-7-cyano-4,5,6,7-tetrahydrobenzothiazol-2-yl)carbamate). As a reaction SMILES: [NH2:1][C:2]1[S:3][C:4]2[CH:10]([C:11]#[N:12])[CH2:9][CH:8]([CH2:13][CH2:14][CH3:15])[CH2:7][C:5]=2[N:6]=1.Cl[C:17]([O:19][CH2:20][CH3:21])=[O:18]>N1C=CC=CC=1>[CH2:20]([O:19][C:17](=[O:18])[NH:1][C:2]1[S:3][C:4]2[CH:10]([C:11]#[N:12])[CH2:9][CH:8]([CH2:13][CH2:14][CH3:15])[CH2:7][C:5]=2[N:6]=1)[CH3:21]. Procedure: 2-Amino-5-propyl-7-cyano-4,5,6,7-tetrahydrobenzothiazole (0.10 mol) dissolved in pyridine (125 ml.) is charged into a glass reaction vessel equipped with a mechanical stirrer, thermometer and addition funnel. Ethyl chloroformate (0.12 mol) is then added dropwise to the reaction mixture with stirring and cooling. After the addition is completed the reaction mixture is allowed to warm to room temperature and stirring is continued for a period of about 1 hour. After this time the reaction mixture i... Starting materials: NC1=C(C(=NO1)C1=C(C=CC=C1)F)C(=O)O (5-amino-3-(2-fluorophenyl)isoxazol-4-carboxylic acid), Cl.C(C)N=C=NCCCN(C)C (1-ethyl-3-(dimethylaminopropyl)carbodiimide hydrochloride), COC1=C(C=CC=C1)N1CCNCC1 (1-(2-methoxyphenyl)piperazine). Run in ClCCl (dichloromethane). The product is NC1=C(C(=NO1)C1=C(C=CC=C1)F)C(=O)N1CCN(CC1)C1=C(C=CC=C1)OC ((5-amino-3-(2-fluorophenyl)isoxazol-4-yl)(4-(2-methoxyphenyl)piperazine-1-yl)methanone). Isolated yield 9273.9%. As a reaction SMILES: [NH2:1][C:2]1[O:6][N:5]=[C:4]([C:7]2[CH:12]=[CH:11][CH:10]=[CH:9][C:8]=2[F:13])[C:3]=1[C:14]([OH:16])=O.Cl.C(N=C=NCCCN(C)C)C.[CH3:29][O:30][C:31]1[CH:36]=[CH:35][CH:34]=[CH:33][C:32]=1[N:37]1[CH2:42][CH2:41][NH:40][CH2:39][CH2:38]1>ClCCl>[NH2:1][C:2]1[O:6][N:5]=[C:4]([C:7]2[CH:12]=[CH:11][CH:10]=[CH:9][C:8]=2[F:13])[C:3]=1[C:14]([N:40]1[CH2:39][CH2:38][N:37]([C:32]2[CH:33]=[CH:34][CH:35]=[CH:36][C:31]=2[O:30][CH3:29])[CH2:42][CH2:41]1)=[O:16] |f:1.2|. Procedure: In a similar manner as described in Example 1, by using dichloromethane (30 mL), 5-amino-3-(2-fluorophenyl)isoxazol-4-carboxylic acid (409 mg, 1.84 mmol), 1-ethyl-3-(dimethylaminopropyl)carbodiimide hydrochloride (388 mg, 2.02 mmol) and 1-(2-methoxyphenyl)piperazine (354 mg, 1.84 mmol), a white solid required compound (464 mg, 1,170.64 mmol, 77%) was obtained. Starting materials: O=C1Nc2ccccc2C(=O)N2CCCC12, O=[N+]([O-])O. Product: O=C1Nc2ccc([N+](=O)[O-])cc2C(=O)N2CCCC12. Reaction SMILES: [CH2:5]1[CH2:6][CH2:7][N:8]2[CH:9]1[C:10](=[O:20])[NH:11][c:12]1[c:13]([cH:16][cH:17][cH:18][cH:19]1)[C:14]2=[O:15].[OH:1][N+:2]([O-:3])=[O:4]>>[O-:1][N+:2](=[O:4])[c:17]1[cH:16][c:13]2[c:12]([cH:19][cH:18]1)[NH:11][C:10](=[O:20])[CH:9]1[CH2:5][CH2:6][CH2:7][N:8]1[C:14]2=[O:15]. Reactants: IC1=C(SC=C1)C=1SC=CC1I (3,3′-diiodo-2,2′-bithiophene), CCCCCCCCC#CCCCCCCCC (9-octadecyne), C(CCC)N(CCCC)CCCC (tributyl amine). The reagents and catalysts are CC(=O)[O-].CC(=O)[O-].[Pd+2] (Pd(OAc)2). The solvent is CN(C)C=O (DMF). Reaction conditions: temperature 130 celsius. Yields the product C(CCCCCCC)C1=C(C2=C(SC=C2)C=2SC=CC21)CCCCCCCC (4,5-dioctylbenzo[2,1-b:3,4-b′]dithiophene). The yield is 84.8%. As a reaction SMILES: I[C:2]1[CH:6]=[CH:5][S:4][C:3]=1[C:7]1[S:8][CH:9]=[CH:10][C:11]=1I.[CH3:13][CH2:14][CH2:15][CH2:16][CH2:17][CH2:18][CH2:19][CH2:20][C:21]#[C:22][CH2:23][CH2:24][CH2:25][CH2:26][CH2:27][CH2:28][CH2:29][CH3:30].C(N(CCCC)CCCC)CCC>CC([O-])=O.CC([O-])=O.[Pd+2].CN(C=O)C>[CH2:23]([C:22]1[C:11]2[CH:10]=[CH:9][S:8][C:7]=2[C:3]2[S:4][CH:5]=[CH:6][C:2]=2[C:21]=1[CH2:20][CH2:19][CH2:18][CH2:17][CH2:16][CH2:15][CH2:14][CH3:13])[CH2:24][CH2:25][CH2:26][CH2:27][CH2:28][CH2:29][CH3:30] |f:3.4.5|. Procedure details: To a two-necked RB flask under nitrogen was added 1.39 g (3.3 mmol) of 3,3′-diiodo-2,2′-bithiophene, 222 mg (0.33 mmol) of Pd(OAc)2, 2.5 g (10 mmol) of 9-octadecyne, tributyl amine 1.85 g (10 mmol), and 10 mL of anhydrous DMF. The mixture was heated at 130° C. for 4 hours. After cooling down to room temperature, 50 mL of ether ethyl was. The organic phase was washed with water several times, dried by MgSO4, concentrated under reduced pressure. The residue was further purified by flash chromatogr...